From a dataset of the Open Reaction Database (ORD), a public repository of structured organic reaction records. describe an organic reaction: reactants, conditions, products, and yield The reactants are CNC(=O)C1=CC=C(C=C1)B(O)O (4-(methylcarbamoyl)phenylboronic acid), ClC1=CC=C(C=N1)OC1=C2C(=NC=C1)C=C(S2)I (7-(6-chloropyridin-3-yloxy)-2-iodothieno[3,2-b]pyridine), C([O-])([O-])=O.[Cs+].[Cs+] (cesium carbonate), C1(=CC=CC=C1)C (toluene). Reagents/catalysts: C=1C=CC(=CC1)[P](C=2C=CC=CC2)(C=3C=CC=CC3)[Pd]([P](C=4C=CC=CC4)(C=5C=CC=CC5)C=6C=CC=CC6)([P](C=7C=CC=CC7)(C=8C=CC=CC8)C=9C=CC=CC9)[P](C=1C=CC=CC1)(C=1C=CC=CC1)C=1C=CC=CC1 (Pd(PPh3)4). Run in C(Cl)Cl (DCM), O (water), CCO (EtOH). Run at temperature 85 celsius. Yields the product ClC1=CC=C(C=N1)OC1=C2C(=NC=C1)C=C(S2)C2=CC=C(C(=O)NC)C=C2 (4-(7-(6-chloropyridin-3-yloxy)thieno[3,2-b]pyridin-2-yl)-N-methylbenzamide). The yield is 65.2%. RXN SMILES: [CH3:1][NH:2][C:3]([C:5]1[CH:10]=[CH:9][C:8](B(O)O)=[CH:7][CH:6]=1)=[O:4].[Cl:14][C:15]1[N:20]=[CH:19][C:18]([O:21][C:22]2[CH:27]=[CH:26][N:25]=[C:24]3[CH:28]=[C:29](I)[S:30][C:23]=23)=[CH:17][CH:16]=1.C(=O)([O-])[O-].[Cs+].[Cs+].C1(C)C=CC=CC=1>C(Cl)Cl.O.C1C=CC([P]([Pd]([P](C2C=CC=CC=2)(C2C=CC=CC=2)C2C=CC=CC=2)([P](C2C=CC=CC=2)(C2C=CC=CC=2)C2C=CC=CC=2)[P](C2C=CC=CC=2)(C2C=CC=CC=2)C2C=CC=CC=2)(C2C=CC=CC=2)C2C=CC=CC=2)=CC=1.CCO>[Cl:14][C:15]1[N:20]=[CH:19][C:18]([O:21][C:22]2[CH:27]=[CH:26][N:25]=[C:24]3[CH:28]=[C:29]([C:8]4[CH:9]=[CH:10][C:5]([C:3]([NH:2][CH3:1])=[O:4])=[CH:6][CH:7]=4)[S:30][C:23]=23)=[CH:17][CH:16]=1 |f:2.3.4,^1:52,54,73,92|. Procedure: A stirred mixture of 4-(methylcarbamoyl)phenylboronic acid (0.112 g, 0.625 mmol), 7-(6-chloropyridin-3-yloxy)-2-iodothieno[3,2-b]pyridine (0.194 g, 0.50 mmol), cesium carbonate (0.244 g, 0.750 mmol), toluene (4 mL) and EtOH (1 mL) was sparged with nitrogen for 5 minutes and then Pd(PPh3)4 (0.0347 g, 0.0300 mmol) was added. The reaction was heated to 85° C. for 5 hours in a sealed vessel. The mixture was diluted with DCM (20 mL) and water (20 mL). The phases were separated, and the organic was dr... Reactants: O1C=CC2=C1C=CC=C2 (benzofuran), C(CCC)[Li] (n-butyllithium), C(C1=CC=CC=C1)N1CCC(CC1)=O (1-benzyl-4-piperidone). The solvent is O1CCCC1 (tetrahydrofuran), O1CCCC1 (tetrahydrofuran). Run at time 2 hour. Product: O1C(=CC2=C1C=CC=C2)C2(C=CN(C=C2)CC2=CC=CC=C2)O (4-(benzofuran-2-yl)-1-benzyl-4-hydroxypyridine). Yield: 72.9%. As a reaction SMILES: [O:1]1[C:5]2[CH:6]=[CH:7][CH:8]=[CH:9][C:4]=2[CH:3]=[CH:2]1.C([Li])CCC.[CH2:15]([N:22]1[CH2:27][CH2:26][C:25](=[O:28])[CH2:24][CH2:23]1)[C:16]1[CH:21]=[CH:20][CH:19]=[CH:18][CH:17]=1>O1CCCC1>[O:1]1[C:5]2[CH:6]=[CH:7][CH:8]=[CH:9][C:4]=2[CH:3]=[C:2]1[C:25]1([OH:28])[CH:26]=[CH:27][N:22]([CH2:15][C:16]2[CH:21]=[CH:20][CH:19]=[CH:18][CH:17]=2)[CH:23]=[CH:24]1. Procedure details: To a solution of benzofuran (4 g, 33.9 mmol) in tetrahydrofuran (90 ml) at -10° C. was slowly added a solution of n-butyllithium (2.5M in hexanes, 13.6 ml, 34 mmol), keeping the temperature at -10° C. The reaction was stirred and allowed to warm to room temperature over 1 hr, after which a solution of 1-benzyl-4-piperidone (6.3 ml, 34 mmol) in tetrahydrofuran (30 ml) was added dropwise. Stirring was continued for 2 hr at room temperature. The solvent was evaporated and the residue partitioned be... Starting materials: C(C)(C)(C)OC(N(C=C)C=O)=O (N-formyl-N-vinyl-carbamic acid tert-butyl ester), C(C)(C)(C)OC (tBuOMe), O (water), [OH-].[Na+] (NaOH). The solvent is C1CCOC1 (THF). Run at temperature 5 celsius, time 1 hour. Product: C(C)(C)(C)OC(NC=C)=O (N-Vinyl-Carbamic Acid Tert-Butyl Ester). Reaction SMILES: [C:1]([O:5][C:6](=[O:12])[N:7](C=O)[CH:8]=[CH2:9])([CH3:4])([CH3:3])[CH3:2].[OH-].[Na+].C(OC)(C)(C)C.O>C1COCC1>[C:1]([O:5][C:6](=[O:12])[NH:7][CH:8]=[CH2:9])([CH3:4])([CH3:3])[CH3:2] |f:1.2|. Reported procedure: A solution of N-formyl-N-vinyl-carbamic acid tert-butyl ester (103.6 g, crude 89% pure, 539 mmol) in THF (320 ml) was cooled to 0° C. and stirred rapidly. NaOH (2M, 323 ml, 6.46 mmol) was slowly added over ca 20 minutes. The internal temperature rose to 19° C., and began then to cool. After cooling to 5° C. the mixture was warmed to RT. After 1 hour the reaction was finished according to tlc and GC. The reaction mixture was shaken between tBuOMe (250 ml) and water (250 ml), washed with water (25... The reactants are O (water), C(O)([O-])=O.[Na+] (sodium hydrogen carbonate), ClC1=C(C=CC(=C1)F)C(=O)N1CC(NCC1)=O (4-[(2-Chloro-4-fluorophenyl)carbonyl]-2-piperazinone), ClC1=C(C=CC(=C1)F)C(=O)N1CC(NCC1)=O (4-[(2-Chloro-4-fluorophenyl)carbonyl]-2-piperazinone), F[B-](F)(F)F.C(C)[O+](CC)CC (triethyloxonium tetrafluoroborate). The solvent is ClCCl (Dichloromethane), ClCCl (Dichloromethane). Conditions: time 18 hour. The product is ClC1=C(C=CC(=C1)F)C(=O)N1CCN=C(C1)OCC (1-[(2-chloro-4-fluorophenyl)carbonyl]-5-(ethyloxy)-1,2,3,6-tetrahydropyrazine). Yield: 65.1%. Reaction SMILES: [Cl:1][C:2]1[CH:7]=[C:6]([F:8])[CH:5]=[CH:4][C:3]=1[C:9]([N:11]1[CH2:16][CH2:15][NH:14][C:13](=[O:17])[CH2:12]1)=[O:10].F[B-](F)(F)F.[CH2:23]([O+](CC)CC)[CH3:24].O.C(=O)([O-])O.[Na+]>ClCCl>[Cl:1][C:2]1[CH:7]=[C:6]([F:8])[CH:5]=[CH:4][C:3]=1[C:9]([N:11]1[CH2:12][C:13]([O:17][CH2:23][CH3:24])=[N:14][CH2:15][CH2:16]1)=[O:10] |f:1.2,4.5|. Procedure details: 4-[(2-Chloro-4-fluorophenyl)carbonyl]-2-piperazinone (0.770 g, 3 mmol, e.g. as prepared in Intermediate 2) was dissolved in Dichloromethane (8 mL) and to this was added triethyloxonium tetrafluoroborate (1.425 g, 7.50 mmol). The reaction mixture was stirred for 18 hours at room temperature. Dichloromethane (30 ml) and iced water (15 ml) were added and the pH was adjusted to pH 7 with solid sodium hydrogen carbonate. The organic phase was separated, washed with brine, dried and evaporated to give... Starting materials: C1CCOC1, NC1CN(Cc2ccccc2)CC1c1ccc(Cl)c(Cl)c1, CC(=O)OC(C)=O. Yields the product CC(=O)NC1CN(Cc2ccccc2)CC1c1ccc(Cl)c(Cl)c1. Reaction SMILES: [CH2:29]1[O:30][CH2:31][CH2:32][CH2:33]1.[CH2:8]([c:9]1[cH:10][cH:11][cH:12][cH:13][cH:14]1)[N:15]1[CH2:16][CH:17]([NH2:28])[CH:18]([c:20]2[cH:21][c:22]([Cl:27])[c:23]([Cl:26])[cH:24][cH:25]2)[CH2:19]1.[CH3:1][C:2]([O:3][C:5]([CH3:6])=[O:7])=[O:4]>>[C:5]([CH3:6])(=[O:7])[NH:28][CH:17]1[CH2:16][N:15]([CH2:8][c:9]2[cH:10][cH:11][cH:12][cH:13][cH:14]2)[CH2:19][CH:18]1[c:20]1[cH:21][c:22]([Cl:27])[c:23]([Cl:26])[cH:24][cH:25]1. Starting materials: ClC1=C(C=CC(=C1)Cl)C=1N=C(C(=NC1CC)N[C@H]1[C@H](CC2=CC=CC=C12)OCC)CC (5-(2,4-dichlorophenyl)-N-[(1R,2S)-2-ethoxy-2,3-dihydro-1H-inden-1-yl]-3,6-diethylpyrazin-2-amine), ClC1=C(C=CC(=C1)OC)C=1N=C(C(=NC1C1CC1)N[C@H]1[C@H](CC2=CC=CC=C12)O)CC ((1R,2S)-1-{[5-(2-chloro-4-methoxyphenyl)-6-cyclopropyl-3-ethylpyrazin-2-yl]amino}-2,3-dihydro-1H-inden-2-ol). The product is ClC1=C(C=CC(=C1)OC)C=1N=C(C(=NC1C1CC1)N[C@H]1[C@H](CC2=CC=CC=C12)OCC)CC (5-(2-chloro-4-methoxyphenyl)-6-cyclopropyl-N-[(1R,2S)-2-ethoxy-2,3-dihydro-1H-inden-1-yl]-3-ethylpyrazin-2-amine). Reaction SMILES: Cl[C:2]1C=C(Cl)C=C[C:3]=1C1N=C(CC)C(N[C@@H]2C3C(=CC=CC=3)C[C@@H]2OCC)=NC=1CC.[Cl:32][C:33]1[CH:38]=[C:37]([O:39][CH3:40])[CH:36]=[CH:35][C:34]=1[C:41]1[N:42]=[C:43]([CH2:61][CH3:62])[C:44]([NH:50][C@@H:51]2[C:59]3[C:54](=[CH:55][CH:56]=[CH:57][CH:58]=3)[CH2:53][C@@H:52]2[OH:60])=[N:45][C:46]=1[CH:47]1[CH2:49][CH2:48]1>>[Cl:32][C:33]1[CH:38]=[C:37]([O:39][CH3:40])[CH:36]=[CH:35][C:34]=1[C:41]1[N:42]=[C:43]([CH2:61][CH3:62])[C:44]([NH:50][C@@H:51]2[C:59]3[C:54](=[CH:55][CH:56]=[CH:57][CH:58]=3)[CH2:53][C@@H:52]2[O:60][CH2:2][CH3:3])=[N:45][C:46]=1[CH:47]1[CH2:49][CH2:48]1. Reported procedure: Following the procedure for the preparation of 5-(2,4-dichlorophenyl)-N-[(1R,2S)-2-ethoxy-2,3-dihydro-1H-inden-1-yl]-3,6-diethylpyrazin-2-amine but substituting (1R,2S)-1-{[5-(2-chloro-4-methoxyphenyl)-6-cyclopropyl-3-ethylpyrazin-2-yl]amino}-2,3-dihydro-1H-inden-2-ol and making non-critical variations provided the title compound as a solid: MS (ESI+) for C27H30ClN3O2 m/z 465 (M+H)+. Starting materials: C=CCC(Cc1ccc(Cl)c(Cl)c1)C(=O)O, CC(C)N1C(=O)C(N)N=C(c2ccccc2F)c2ccccc21, CN1C(=O)C(N)N=C(c2ccccc2)c2ccccc21. Product: C=CCC(Cc1ccc(Cl)c(Cl)c1)C(=O)NC1N=C(c2ccccc2F)c2ccccc2N(C(C)C)C1=O. As a reaction SMILES: [Cl:44][c:45]1[cH:46][c:47]([CH2:48][CH:49]([C:50](=[O:51])[OH:52])[CH2:53][CH:54]=[CH2:55])[cH:56][cH:57][c:58]1[Cl:59].[NH2:1][CH:2]1[N:3]=[C:4]([c:17]2[c:18]([F:23])[cH:19][cH:20][cH:21][cH:22]2)[c:5]2[c:6]([cH:13][cH:14][cH:15][cH:16]2)[N:7]([CH:10]([CH3:11])[CH3:12])[C:8]1=[O:9].[NH2:24][CH:25]1[C:26](=[O:27])[N:28]([CH3:29])[c:30]2[cH:31][cH:32][cH:33][cH:34][c:35]2[C:36]([c:37]2[cH:38][cH:39][cH:40][cH:41][cH:42]2)=[N:43]1>>[NH:1]([CH:2]1[N:3]=[C:4]([c:17]2[c:18]([F:23])[cH:19][cH:20][cH:21][cH:22]2)[c:5]2[c:6]([cH:13][cH:14][cH:15][cH:16]2)[N:7]([CH:10]([CH3:11])[CH3:12])[C:8]1=[O:9])[C:50]([CH:49]([CH2:48][c:47]1[cH:46][c:45]([Cl:44])[c:58]([Cl:59])[cH:57][cH:56]1)[CH2:53][CH:54]=[CH2:55])=[O:51]. Reported procedure: A mixture of 5-chlorosalicyclic acid (7.7 g), benzyl chloride (10.35 ml), anhydrous potassium carbonate (6.2 g), and dry sulpholane (100 ml) was stirred and heated in an oil bath at 120° C. for 20 hours. The yellow solution was cooled and poured into a mixture of ice and water (300 ml) and the mixture was acidified to pH 1 by treatment with concentrated hydrochloric acid. The brown oil which separated was extracted with diethyl ether (400 ml), the ether extract was washed with aqueous sodium car... The product is C(C1=CC=CC=C1)OC1=C(C(=O)O)C=C(C=C1)Cl (2-benzyloxy-5-chlorobenzoic acid). Run in CO (methanol). Reaction SMILES: [CH2:1]([O:8][C:9]1[CH:24]=[CH:23][C:22]([Cl:25])=[CH:21][C:10]=1[C:11]([O:13]CC1C=CC=CC=1)=[O:12])[C:2]1[CH:7]=[CH:6][CH:5]=[CH:4][CH:3]=1.[OH-].[Na+].Cl>CO>[CH2:1]([O:8][C:9]1[CH:24]=[CH:23][C:22]([Cl:25])=[CH:21][C:10]=1[C:11]([OH:13])=[O:12])[C:2]1[CH:3]=[CH:4][CH:5]=[CH:6][CH:7]=1 |f:1.2|. Conditions: temperature 10 celsius. Starting materials: C(C1=CC=CC=C1)OC1=C(C(=O)OCC2=CC=CC=C2)C=C(C=C1)Cl (benzyl 2-benzyloxy-5-chlorobenzoate), [OH-].[Na+] (sodium hydroxide), Cl (hydrochloric acid). Reactants: CCOC(=O)c1c(CCC(=O)O)c[nH]c1C, O=P12OP3(=O)OP(=O)(O1)OP(=O)(O2)O3. Product: CCOC(=O)c1c(C)[nH]c2c1CCC2=O. Reaction SMILES: [CH2:15]([CH3:16])[O:17][C:18](=[O:19])[c:20]1[c:21]([CH2:26][CH2:27][C:28](=[O:29])[OH:30])[cH:22][nH:23][c:24]1[CH3:25].[O:1]=[P:2]12[O:3][P:4]3(=[O:14])[O:5][P:6](=[O:12])([O:7][P:8](=[O:11])([O:9]3)[O:10]1)[O:13]2>>[CH2:15]([CH3:16])[O:17][C:18](=[O:19])[c:20]1[c:21]2[c:22]([nH:23][c:24]1[CH3:25])[C:28](=[O:30])[CH2:27][CH2:26]2. Reactants: O=C([O-])[O-], N#Cc1ccc(B(O)O)cc1, CCO, Cc1ccccc1, Cc1nc2sccn2c(=O)c1-c1cc(F)cc(F)c1, [Na+], [Na+], O. The product is Cc1nc2sccn2c(=O)c1-c1ccc(C#N)cc1. RXN SMILES: [C:12](=[O:13])([O-:14])[O-:15].[C:1](#[N:2])[c:3]1[cH:4][cH:5][c:6]([B:9]([OH:10])[OH:11])[cH:7][cH:8]1.[CH3:18][CH2:19][OH:20].[CH3:40][c:41]1[cH:42][cH:43][cH:44][cH:45][cH:46]1.[F:21][c:22]1[cH:23][c:24](-[c:29]2[c:30]([CH3:39])[n:31][c:32]3[n:33]([c:34]2=[O:35])[cH:36][cH:37][s:38]3)[cH:25][c:26]([F:27])[cH:28]1.[Na+:16].[Na+:17].[OH2:47]>>[C:1](#[N:2])[c:3]1[cH:4][cH:5][c:6](-[c:29]2[c:30]([CH3:39])[n:31][c:32]3[n:33]([c:34]2=[O:35])[cH:36][cH:37][s:38]3)[cH:7][cH:8]1.